Dataset: the Open Reaction Database (ORD), a public repository of structured organic reaction records. Task: describe an organic reaction: reactants, conditions, products, and yield Starting materials: C(C)(C)(C)OC(=O)N[C@H](CCC(=O)OCC1=CC=CC=C1)CCl (benzyl (4R)-4-t-butoxycarbonylamino-5-chloropentanoate), OC=1C=C(C#N)C=CC1I (3-hydroxy-4-iodobenzonitrile), C([O-])([O-])=O.[K+].[K+] (potassium carbonate), [I-].[K+] (potassium iodide). Run in CN(C)C=O (DMF). Yields the product C(C)(C)(C)OC(=O)N[C@H](CCC(=O)OCC1=CC=CC=C1)COC1=C(C=CC(=C1)C#N)I (Benzyl (4R)-4-t-butoxycarbonylamino-5-(5-cyano-2-iodophenoxy)pentanoate). Reaction SMILES: [C:1]([O:5][C:6]([NH:8][C@@H:9]([CH2:22]Cl)[CH2:10][CH2:11][C:12]([O:14][CH2:15][C:16]1[CH:21]=[CH:20][CH:19]=[CH:18][CH:17]=1)=[O:13])=[O:7])([CH3:4])([CH3:3])[CH3:2].[OH:24][C:25]1[CH:26]=[C:27]([CH:30]=[CH:31][C:32]=1[I:33])[C:28]#[N:29].C(=O)([O-])[O-].[K+].[K+].[I-].[K+]>CN(C=O)C>[C:1]([O:5][C:6]([NH:8][C@@H:9]([CH2:22][O:24][C:25]1[CH:26]=[C:27]([C:28]#[N:29])[CH:30]=[CH:31][C:32]=1[I:33])[CH2:10][CH2:11][C:12]([O:14][CH2:15][C:16]1[CH:21]=[CH:20][CH:19]=[CH:18][CH:17]=1)=[O:13])=[O:7])([CH3:4])([CH3:3])[CH3:2] |f:2.3.4,5.6|. Reported procedure: 8.29 g (24.3 mmol) of benzyl (4R)-4-t-butoxycarbonylamino-5-chloropentanoate, 6.9 g (28.0 mmol) of 3-hydroxy-4-iodobenzonitrile, 6.9 g (50 mmol) of potassium carbonate and 4.15 g (25 mmol) of potassium iodide were stirred together in 80 ml of DMF at 70° C. for 3 days. The solvent was evaporated, and the crude product obtained by an ordinary method with ethyl acetate as the extracting solvent was purified by the silica gel chromatography (ethyl acetate/hexane) to obtain the title compound. The reactants are Cl.BrC1=CC=C2CCN=CC2=C1 (7-bromo-3,4-dihydro-isoquinoline hydrochloride), [Na] (sodium). Run in O (water). Conditions: temperature 50 celsius. Product: BrC1=CC=C2CCNCC2=C1 (7-Bromo-1,2,3,4-tetrahydroisoquinoline). The yield is 91.7%. Reaction SMILES: Cl.[Br:2][C:3]1[CH:12]=[C:11]2[C:6]([CH2:7][CH2:8][N:9]=[CH:10]2)=[CH:5][CH:4]=1.[Na]>O>[Br:2][C:3]1[CH:12]=[C:11]2[C:6]([CH2:7][CH2:8][NH:9][CH2:10]2)=[CH:5][CH:4]=1 |f:0.1,^1:12|. Procedure: 219 g (0.89 mol) of 7-bromo-3,4-dihydro-isoquinoline hydrochloride and 1.5 liters of water were combined and heated to 50° C. 33.7 g (0.89 mol) of sodium borohydrde was added in portions over 0.5 hours at which time the temperature rose to 62° C. The reaction was then cooled to ambient temperature and extracted three times with 1 liter of dichloromethane. The combined organic layers were washed with 1 liter of saturated sodium chloride solution, dried over anhydrous sodium sulfate and concentrat... The reactants are FC(C=1C=C2C(=CC(=NC2=CC1)Cl)C1=C(C=CC=C1)Cl)(F)F (6-(trifluoromethyl)-2-chloro-4-(o-chlorophenyl)quinoline), O.NN (hydrazine hydrate). Product: FC(C=1C=C2C(=CC(=NC2=CC1)NN)C1=C(C=CC=C1)Cl)(F)F (6-(trifluoromethyl)-4-(o-chlorophenyl)-2-hydrazinoquinoline). As a reaction SMILES: [F:1][C:2]([F:22])([F:21])[C:3]1[CH:4]=[C:5]2[C:10](=[CH:11][CH:12]=1)[N:9]=[C:8](Cl)[CH:7]=[C:6]2[C:14]1[CH:19]=[CH:18][CH:17]=[CH:16][C:15]=1[Cl:20].O.[NH2:24][NH2:25]>>[F:1][C:2]([F:22])([F:21])[C:3]1[CH:4]=[C:5]2[C:10](=[CH:11][CH:12]=1)[N:9]=[C:8]([NH:24][NH2:25])[CH:7]=[C:6]2[C:14]1[CH:19]=[CH:18][CH:17]=[CH:16][C:15]=1[Cl:20] |f:1.2|. Procedure: In the manner given in Example 1, 6-(trifluoromethyl)-2-chloro-4-(o-chlorophenyl)quinoline is reacted at reflux with hydrazine hydrate to give 6-(trifluoromethyl)-4-(o-chlorophenyl)-2-hydrazinoquinoline. Reactants: [Cl-].[NH4+] (ammonium chloride), C[Mg]Br (Methyl magnesium bromide), solution, BrC1=CC=C2CCC(C(C2=C1)=O)CC=1C=NC=CC1 (7-bromo-2-(3-pyridylmethyl)-1-tetralone). The solvent is CCOCC (ether), O1CCCC1 (tetrahydrofuran). Conditions: time 10 hour. Yields the product BrC1=CC=C2CCC(C(C2=C1)(C)O)CC=1C=NC=CC1 (7-bromo-1-hydroxy-1-methyl-2-(3-pyridylmethyl)-1,2,3,4-tetrahydronaphthalene). RXN SMILES: [CH3:1][Mg]Br.[Br:4][C:5]1[CH:14]=[C:13]2[C:8]([CH2:9][CH2:10][CH:11]([CH2:16][C:17]3[CH:18]=[N:19][CH:20]=[CH:21][CH:22]=3)[C:12]2=[O:15])=[CH:7][CH:6]=1.[Cl-].[NH4+]>CCOCC.O1CCCC1>[Br:4][C:5]1[CH:14]=[C:13]2[C:8]([CH2:9][CH2:10][CH:11]([CH2:16][C:17]3[CH:18]=[N:19][CH:20]=[CH:21][CH:22]=3)[C:12]2([OH:15])[CH3:1])=[CH:7][CH:6]=1 |f:2.3|. Procedure details: Methyl magnesium bromide (15 ml of a 3M solution in ether) was added dropwilse over 5 minutes to a stirred solution of 7-bromo-2-(3-pyridylmethyl)-1-tetralone (3.20 g) in dry tetrahydrofuran (50 ml). The resulting mixture was heated under reflux with stirring for 10 hours and then cooled. An excess of aqueous ammonium chloride solution was added and the mixture was extracted several times with ether. The combined ethereal extracts were dried (Na2SO4) and evaporated. The residue was chromatograph... Reactants: CCCCCCCCCN1CCNCC1, CC#N, ClC1=Nc2cc(Cl)ccc2Oc2ccccc21, C1CCC2=NCCCN2CC1. The product is CCCCCCCCCN1CCN(C2=Nc3cc(Cl)ccc3Oc3ccccc32)CC1. RXN SMILES: [CH2:18]([CH2:19][CH2:20][CH2:21][CH2:22][CH2:23][CH2:24][CH2:25][CH3:26])[N:27]1[CH2:28][CH2:29][NH:30][CH2:31][CH2:32]1.[CH3:44][C:45]#[N:46].[Cl:1][c:2]1[cH:3][c:4]2[c:5]([cH:16][cH:17]1)[O:6][c:7]1[c:8]([cH:12][cH:13][cH:14][cH:15]1)[C:9]([Cl:11])=[N:10]2.[N:33]12[CH2:34][CH2:35][CH2:36][N:37]=[C:38]1[CH2:39][CH2:40][CH2:41][CH2:42][CH2:43]2>>[Cl:1][c:2]1[cH:3][c:4]2[c:5]([cH:16][cH:17]1)[O:6][c:7]1[c:8]([cH:12][cH:13][cH:14][cH:15]1)[C:9]([N:30]1[CH2:29][CH2:28][N:27]([CH2:18][CH2:19][CH2:20][CH2:21][CH2:22][CH2:23][CH2:24][CH2:25][CH3:26])[CH2:32][CH2:31]1)=[N:10]2.